This data is from the Open Reaction Database (ORD), a public repository of structured organic reaction records. The task is: describe an organic reaction: reactants, conditions, products, and yield Starting materials: [NH4+].[Cl-] (NH4Cl), [BH4-].[Na+] (Sodium borohydride), ice, [N+](=O)([O-])C1=C(/C=C/C=O)C=CC=C1 (trans-2-nitrocinnamaldehyde), [Cl-].[Ce+3].[Cl-].[Cl-] (cerium (III) chloride). Run in CO (methanol). Run at time 30 minute. The product is [N+](=O)([O-])C1=C(C=CCO)C=CC=C1 (2-nitrocinnamyl alcohol). RXN SMILES: [BH4-].[Na+].[N+:3]([C:6]1[CH:15]=[CH:14][CH:13]=[CH:12][C:7]=1/[CH:8]=[CH:9]/[CH:10]=[O:11])([O-:5])=[O:4].[Cl-].[Ce+3].[Cl-].[Cl-].[NH4+].[Cl-]>CO>[N+:3]([C:6]1[CH:15]=[CH:14][CH:13]=[CH:12][C:7]=1[CH:8]=[CH:9][CH2:10][OH:11])([O-:5])=[O:4] |f:0.1,3.4.5.6,7.8|. Reported procedure: Sodium borohydride (1.15 g, 31.1 mmol) was added portionwise to an ice cooled suspension of trans-2-nitrocinnamaldehyde (5.00 g, 28.2 mmol), and cerium (III) chloride (12.61 g, 33.8 mmol) in methanol (140 ml). After stirring at room temperature for 30 minutes the mixture was poured into saturated aqueous NH4Cl (200 ml), extracted with DCM (3×150 ml) and the extacts dried (MgSO4). Filtration and evaporation of the solvent gave the product. (5.03 g, 100%) The reactants are C1(=CC=CC=C1)C1OC2=CC=C(C=C2C(C1)O)O (2-phenylchroman-4,6-diol), OC=1C=C2C(CC(OC2=CC1)C1=CC=C(C=C1)[N+](=O)[O-])=O (6-hydroxy-2-(4-nitrophenyl)-chroman-4-one). Yields the product [N+](=O)([O-])C1=CC=C(C=C1)C1OC2=CC=C(C=C2C(C1)O)O (2-(4-Nitrophenyl)chroman-4,6-diol). RXN SMILES: C1(C2CC(O)C3C(=CC=C(O)C=3)O2)C=CC=CC=1.[OH:19][C:20]1[CH:21]=[C:22]2[C:27](=[CH:28][CH:29]=1)[O:26][CH:25]([C:30]1[CH:35]=[CH:34][C:33]([N+:36]([O-:38])=[O:37])=[CH:32][CH:31]=1)[CH2:24][C:23]2=[O:39]>>[N+:36]([C:33]1[CH:34]=[CH:35][C:30]([CH:25]2[CH2:24][CH:23]([OH:39])[C:22]3[C:27](=[CH:28][CH:29]=[C:20]([OH:19])[CH:21]=3)[O:26]2)=[CH:31][CH:32]=1)([O-:38])=[O:37]. Reported procedure: 2-(4-Nitrophenyl)chroman-4,6-diol was prepared as described for 2-phenylchroman-4,6-diol in Example 8(a) staring from 6-hydroxy-2-(4-nitrophenyl)-chroman-4-one. 1H NMR (300 MHz, d6-DMSO) δ: 8.86 (s, 1H), 8.26 (d, 2H, J 6.9 Hz), 7.74 (d, 2H, J 6.9 Hz), 6.89 (d, 1H J 2.8 Hz), 6.65 (d, 1H, J 8.6 Hz), 6.56 (dd, 1H, J 8.6, 2.8 Hz), 5.46 (d, 1H, J 6.9 Hz), 5.32 (d, 1H, J 10.5 Hz), 4.86-4.94 (m, 1H), 2.31-2.38 (m, 1H), 1.78-1.89 (m, 1H). The reactants are C(C1=CC=CC=C1)OC(=O)N1CCC(CC1)C1=NC2=C(C(N(C=3C=CC=CC23)C)=O)N1 (4-(5-methyl-4-oxo-4,5-dihydro-3H-imidazo[4,5-c]quinolin-2-yl)-piperidine-1-carboxylic acid benzyl ester). The solvent is CCO (EtOH). Reagents/catalysts: [Pd] (Pd/C). RXN SMILES: C(OC([N:11]1[CH2:16][CH2:15][CH:14]([C:17]2[NH:31][C:20]3[C:21](=[O:30])[N:22]([CH3:29])[C:23]4[CH:24]=[CH:25][CH:26]=[CH:27][C:28]=4[C:19]=3[N:18]=2)[CH2:13][CH2:12]1)=O)C1C=CC=CC=1>CCO.[Pd]>[CH2:19]([N:31]1[C:20]2[C:21](=[O:30])[N:22]([CH3:29])[C:23]3[CH:24]=[CH:25][CH:26]=[CH:27][C:28]=3[C:19]=2[N:18]=[C:17]1[CH:14]1[CH2:15][CH2:16][NH:11][CH2:12][CH2:13]1)[C:28]1[CH:27]=[CH:26][CH:25]=[CH:24][CH:23]=1. The product is C(C1=CC=CC=C1)N1C(=NC2=C1C(N(C=1C=CC=CC21)C)=O)C2CCNCC2 (3-benzyl-5-methyl-2-piperidin-4-yl-3,5-dihydro-imidazo[4,5-c]quinolin-4-one). The yield is 189.5%. Procedure: As described in example 3F, a solution of 4-(5-methyl-4-oxo-4,5-dihydro-3H-imidazo[4,5-c]quinolin-2-yl)-piperidine-1-carboxylic acid benzyl ester (43 mg, 0.085 mmol) in EtOH was hydrogenated over 10% Pd/C (41 mg, 0.038 mmol) at 1 atm to give 3-benzyl-5-methyl-2-piperidin-4-yl-3,5-dihydro-imidazo[4,5-c]quinolin-4-one (30 mg, 95%). A solution of the amine in EtOAc was treated with HCl (1 M in diethyl ether) to prepare the HCl salt. 1H-NMR (DMSO): δ 8.12 (d, 1H, J=6.4 Hz), 7.57 (m, 2H), 7.30 (m, 3H... The reactants are product, Cl (HCl), FC=1C=C(C=O)C=CC1OC(CCCCCC)C (3-fluoro-4-(1-methyl-heptyloxy)-benzaldehyde), chromic anhydride, [OH-].[K+] (KOH), CC(CCCCCC)OS(=O)(=O)C1=CC=C(C=C1)C (p-toluenesulfonic acid 1-methyl-heptyl ester), product, CO (methanol). The solvent is C(C)(=O)O (acetic acid), C1(=CC=CC=C1)C (toluene), C(C)(=O)O (acetic acid), ice water, O (water). Yields the product CC1(C(=O)O)C(C=CC=C1)OCCCCCCC (1-methyl-heptyloxy-benzoic acid). RXN SMILES: [OH-:1].[K+].C[CH:4]([O:11]S(C1C=CC(C)=CC=1)(=O)=O)CCCCCC.Cl.F[C:24]1[CH:25]=[C:26]([CH:29]=[CH:30][C:31]=1[O:32][CH:33](C)[CH2:34][CH2:35][CH2:36][CH2:37][CH2:38][CH3:39])C=O.[CH3:41]O>C(O)(=O)C.O.C1(C)C=CC=CC=1>[CH3:41][C:24]1([CH:25]=[CH:26][CH:29]=[CH:30][CH:31]1[O:32][CH2:33][CH2:34][CH2:35][CH2:36][CH2:37][CH2:38][CH3:39])[C:4]([OH:11])=[O:1] |f:0.1|. Reported procedure: On the other hand, o-fluorophenol (500 g, 4.46 mols) was added to a solution of NaOH (1,250 g, 31.26 mols) dissolved in water (2 l), followed by dropwise adding chloroform (1,230 g), agitating the mixture at about 60° C. for 2 hours, acidifying it with sulfuric acid, filtering off the residue on heating, and recrystallizing the deposited crystals from a mixed solvent of water-methanol to obtain 3-fluoro-4-hydroxybenzaldehyde (35.3 g) having a m.p. of 119.5°~123.5° C. This product (30 g, 0.21 mol... Reactants: CC(=O)c1ccc(N2CCN(C(=O)c3cc(Br)ccc3N3CCOCC3)CC2)c(F)c1, O=C([O-])[O-], [Cs+], [Cs+], [Cu]I, C1COCCO1, c1cnc2c(c1)ccc1cccnc12, c1c[nH]cn1. The product is CC(=O)c1ccc(N2CCN(C(=O)c3cc(-n4ccnc4)ccc3N3CCOCC3)CC2)c(F)c1. As a reaction SMILES: [Br:1][c:2]1[cH:3][cH:4][c:5]([N:26]2[CH2:27][CH2:28][O:29][CH2:30][CH2:31]2)[c:6]([C:7](=[O:8])[N:9]2[CH2:10][CH2:11][N:12]([c:15]3[c:16]([F:24])[cH:17][c:18]([C:21]([CH3:22])=[O:23])[cH:19][cH:20]3)[CH2:13][CH2:14]2)[cH:25]1.[C:37](=[O:38])([O-:39])[O-:40].[Cs+:41].[Cs+:42].[Cu:57][I:58].[O:59]1[CH2:60][CH2:61][O:62][CH2:63][CH2:64]1.[cH:43]1[cH:44][c:45]2[cH:46][cH:47][c:48]3[c:49]([c:50]2[n:51][cH:52]1)[n:53][cH:54][cH:55][cH:56]3.[nH:32]1[cH:33][n:34][cH:35][cH:36]1>>[c:2]1(-[n:32]2[cH:33][n:34][cH:35][cH:36]2)[cH:3][cH:4][c:5]([N:26]2[CH2:27][CH2:28][O:29][CH2:30][CH2:31]2)[c:6]([C:7](=[O:8])[N:9]2[CH2:10][CH2:11][N:12]([c:15]3[c:16]([F:24])[cH:17][c:18]([C:21]([CH3:22])=[O:23])[cH:19][cH:20]3)[CH2:13][CH2:14]2)[cH:25]1. Starting materials: COC(C\C=C\C1=C2C=CC(=NC2=CC=C1)NCC=1OC(=CC1)C)=O ((E)-4-{2-[(5-Methyl-furan-2-ylmethyl)-amino]-quinolin-5-yl}-but-3-enoic acid methyl ester), [H][H] (hydrogen). Reagents/catalysts: [Pd] (Palladium on charcoal). The solvent is C(C)O (ethanol). The product is COC(CCCC1=C2C=CC(=NC2=CC=C1)NCC=1OC(=CC1)C)=O (4-{2-[(5-Methyl-furan-2-ylmethyl)-amino]-quinolin-5-yl}-butyric acid methyl ester), oil. Yield: 88.0%. Reaction SMILES: [CH3:1][O:2][C:3](=[O:25])[CH2:4]/[CH:5]=[CH:6]/[C:7]1[CH:16]=[CH:15][CH:14]=[C:13]2[C:8]=1[CH:9]=[CH:10][C:11]([NH:17][CH2:18][C:19]1[O:20][C:21]([CH3:24])=[CH:22][CH:23]=1)=[N:12]2.[H][H]>C(O)C.[Pd]>[CH3:1][O:2][C:3](=[O:25])[CH2:4][CH2:5][CH2:6][C:7]1[CH:16]=[CH:15][CH:14]=[C:13]2[C:8]=1[CH:9]=[CH:10][C:11]([NH:17][CH2:18][C:19]1[O:20][C:21]([CH3:24])=[CH:22][CH:23]=1)=[N:12]2. Reported procedure: (E)-4-{2-[(5-Methyl-furan-2-ylmethyl)-amino]-quinolin-5-yl}-but-3-enoic acid methyl ester (290 mg, 0.86 mmol) was dissolved in 45 mL ethanol. Palladium on charcoal (10%, 92 mg, 0.086 mmol) was added and the reaction mixture war hydrogenated with a hydrogen balloon overnight. The palladium was filtered off and the solvent was evaporated. The title compound was obtained as a brown oil (256 mg, 88%), MS: m/e=339.1 (M+H+). Reactants: COC1=CC2=C(N=CCO2)C=C1 (7-methoxy-1,4-benzoxazine), NC1=C(C=C(C=C1)OC)O (2-amino-5-methoxyphenol), NC1=C(C=C(C=C1)OC)O (2-amino-5-methoxyphenol), ClCC(=O)Cl (chloroacetyl chloride). Run in CC(=O)C (acetone). Product: ClCC(=O)NC1=C(C=C(C=C1)OC)O (2-chloroacetamido-5-methoxy phenol). As a reaction SMILES: COC1C=CC2N=CCOC=2C=1.[NH2:13][C:14]1[CH:19]=[CH:18][C:17]([O:20][CH3:21])=[CH:16][C:15]=1[OH:22].[Cl:23][CH2:24][C:25](Cl)=[O:26]>CC(C)=O>[Cl:23][CH2:24][C:25]([NH:13][C:14]1[CH:19]=[CH:18][C:17]([O:20][CH3:21])=[CH:16][C:15]=1[OH:22])=[O:26]. Reported procedure: Hill and Ramage reported at J. Chem. Soc., 3709 (1964) a convenient synthesis of 7-methoxy-1,4-benzoxazine from 2-amino-5-methoxyphenol 9a. Compound 9a reacted with chloroacetyl chloride in acetone to give 2-chloroacetamido-5-methoxy phenol 10a. An intramolecular cyclization of 10a with aqueous sodium hydroxide produced 7-methoxy-3-oxo-1,4-benzoxazine 11a, which upon reduction with lithium aluminum hydride in THF resulted in the formation of 7-methoxy-3,4-dihydro-2H-1,4-benzoxazine 12a. ##STR4## Starting materials: COC=1C=C(C(/C=C/C2=NC=3N(C(N(C(C3N2C)=O)CCC)=O)CCC)=CC1OC)S(=O)(=O)O ((E)-4,5-Dimethoxy-β-(7-methyl-1,3-dipropylxanthin-8-yl)styrene-2-sulfonic acid), CN(CCNC)C (N,N,N'-trimethyl-ethylenediamine). The product is CN(CCN(S(=O)(=O)C=1C(/C=C/C2=NC=3N(C(N(C(C3N2C)=O)CCC)=O)CCC)=CC(=C(C1)OC)OC)C)C ((E)-N-[2-(Dimethylamino)ethyl]-N-methyl-4,5-dimethoxy-β-(7-methyl-1,3-dipropylxanthin-8-yl)styrene-2-sulfonamide). The yield is 49.5%. As a reaction SMILES: [CH3:1][O:2][C:3]1[CH:4]=[C:5]([S:31]([OH:34])(=[O:33])=O)[C:6](=[CH:27][C:28]=1[O:29][CH3:30])/[CH:7]=[CH:8]/[C:9]1[N:17]([CH3:18])[C:16]2[C:15](=[O:19])[N:14]([CH2:20][CH2:21][CH3:22])[C:13](=[O:23])[N:12]([CH2:24][CH2:25][CH3:26])[C:11]=2[N:10]=1.[CH3:35][N:36]([CH3:41])[CH2:37][CH2:38][NH:39][CH3:40]>>[CH3:35][N:36]([CH3:41])[CH2:37][CH2:38][N:39]([CH3:40])[S:31]([C:5]1[C:6](=[CH:27][C:28]([O:29][CH3:30])=[C:3]([O:2][CH3:1])[CH:4]=1)/[CH:7]=[CH:8]/[C:9]1[N:17]([CH3:18])[C:16]2[C:15](=[O:19])[N:14]([CH2:20][CH2:21][CH3:22])[C:13](=[O:23])[N:12]([CH2:24][CH2:25][CH3:26])[C:11]=2[N:10]=1)(=[O:34])=[O:33]. Procedure: Substantially the same procedure as in Example 2 was repeated using 500 mg (0.98 mmol) of Compound 1 obtained in Example 1 and 0.62 mi (4.9 mmol) of N,N,N'-trimethyl-ethylenediamine. The resulting crude crystals were recrystallized from cyclohexane/toluene to give 280 mg (yield 48%) of Compound 6 as yellow needles. Starting materials: FC(F)(F)C(=C(c1ccccc1)c1ccc(OCCBr)cc1)c1ccccc1, CNC, CCO. Product: CN(C)CCOc1ccc(C(=C(c2ccccc2)C(F)(F)F)c2ccccc2)cc1. Reaction SMILES: [Br:4][CH2:5][CH2:6][O:7][c:8]1[cH:9][cH:10][c:11]([C:14](=[C:15]([C:16]([F:17])([F:18])[F:19])[c:20]2[cH:21][cH:22][cH:23][cH:24][cH:25]2)[c:26]2[cH:27][cH:28][cH:29][cH:30][cH:31]2)[cH:12][cH:13]1.[CH3:1][NH:2][CH3:3].[CH3:32][CH2:33][OH:34]>>[CH3:1][N:2]([CH3:3])[CH2:5][CH2:6][O:7][c:8]1[cH:9][cH:10][c:11]([C:14](=[C:15]([C:16]([F:17])([F:18])[F:19])[c:20]2[cH:21][cH:22][cH:23][cH:24][cH:25]2)[c:26]2[cH:27][cH:28][cH:29][cH:30][cH:31]2)[cH:12][cH:13]1. Starting materials: FC1=C(C=CC=C1)S (2-fluorothiophenol), solid, [O-]CC.[Na+] (sodium ethoxide), FC1=CC=C(C=C1)C(C(=O)OCC)=C (ethyl 4-fluoro-methylenebenzeneacetate). The solvent is C(C)O (ethanol), C(C)O (ethanol). The product is FC1=CC=C(C=C1)C(C(=O)OCC)CSC1=C(C=CC=C1)F (ethyl 4-fluoro-α-[[(2-fluorophenyl)thio]methyl]benzeneacetate). The yield is 82.2%. As a reaction SMILES: [F:1][C:2]1[CH:7]=[CH:6][C:5]([C:8](=[CH2:14])[C:9]([O:11][CH2:12][CH3:13])=[O:10])=[CH:4][CH:3]=1.[F:15][C:16]1[CH:21]=[CH:20][CH:19]=[CH:18][C:17]=1[SH:22].[O-]CC.[Na+]>C(O)C>[F:1][C:2]1[CH:3]=[CH:4][C:5]([CH:8]([CH2:14][S:22][C:17]2[CH:18]=[CH:19][CH:20]=[CH:21][C:16]=2[F:15])[C:9]([O:11][CH2:12][CH3:13])=[O:10])=[CH:6][CH:7]=1 |f:2.3|. Reported procedure: The crude product from Step A (3.9 g, 20 mole) was taken up in 20 ml of ethanol. To this solution, being stirred at room temperature, was added 2-fluorothiophenol (2.5 g, 20 mmole) and 50 mg of solid sodium ethoxide. After stirring for eight hours the ethanol was concentrated and the residue taken up in ether. The ether mixture was washed twice with 15% NaOH solution, dried (MgSO4) and concentrated to a colorless oil (5.3 g, 82% yield). 1H NMR (CDCl3) δ: 7.28 (4H, m), 7.06 (4H, m), 4.13 (2H, m),...